From a dataset of the Open Reaction Database (ORD), a public repository of structured organic reaction records. describe an organic reaction: reactants, conditions, products, and yield The product is O1C(CCC(=CCOC2=CC=C3CCCOC3=C2)C)C1(CC)C (7-(6,7-epoxy-3,7-dimethyl-2-nonenyloxy)-chromane). The reactants are CC(=CCOC1=CC=C2CCCOC2=C1)CCC=C(CC)C (7-(3,7-dimethyl-2,6-nonadienyloxy)-chromane), C(C)(=O)[O-].[Na+] (sodium acetate), C(C)(=O)OO (peracetic acid). Reaction conditions: time 15 minute. The solvent is C(Cl)(Cl)Cl (chloroform). Reported procedure: A mixture of 118.8 g. of 7-(3,7-dimethyl-2,6-nonadienyloxy)-chromane, 26 g. of anhydrous sodium acetate in 910 ml. of chloroform is treated over a period of 1 hour with 80 g. of 40% peracetic acid while stirring and flushing with nitrogen at 0°-2°C. The resulting mixture is subsequently stirred for an additional 15 minutes. The mixture is washed successively with a saturated sodium chloride solution, 10% sodium bicarbonate 0.1-N sodium thiosulphate solution and water, dried over sodium sulphate ... Reaction SMILES: [CH3:1][C:2]([CH2:16][CH2:17][CH:18]=[C:19]([CH3:22])[CH2:20][CH3:21])=[CH:3][CH2:4][O:5][C:6]1[CH:15]=[C:14]2[C:9]([CH2:10][CH2:11][CH2:12][O:13]2)=[CH:8][CH:7]=1.C([O-])(=[O:25])C.[Na+].C(OO)(=O)C>C(Cl)(Cl)Cl>[O:25]1[C:19]([CH3:22])([CH2:20][CH3:21])[CH:18]1[CH2:17][CH2:16][C:2]([CH3:1])=[CH:3][CH2:4][O:5][C:6]1[CH:15]=[C:14]2[C:9]([CH2:10][CH2:11][CH2:12][O:13]2)=[CH:8][CH:7]=1 |f:1.2|.